Task: describe an organic reaction: reactants, conditions, products, and yield. Dataset: the Open Reaction Database (ORD), a public repository of structured organic reaction records The reactants are CCCI, CCOC(=O)C=Cc1ccc(O)c(OC)c1. Product: CCCOc1ccc(C=CC(=O)OCC)cc1OC. As a reaction SMILES: [CH2:17]([CH2:18][CH3:19])[I:20].[OH:1][c:2]1[c:3]([O:15][CH3:16])[cH:4][c:5]([CH:6]=[CH:7][C:8](=[O:9])[O:10][CH2:11][CH3:12])[cH:13][cH:14]1>>[O:1]([c:2]1[c:3]([O:15][CH3:16])[cH:4][c:5]([CH:6]=[CH:7][C:8](=[O:9])[O:10][CH2:11][CH3:12])[cH:13][cH:14]1)[CH2:17][CH2:18][CH3:19]. The reactants are CC(C)(C)OC(=O)Cc1ccc(F)c(C#N)c1, C1CCOC1, [Li]CCCC, CI, CC(C)NC(C)C, Cl. Yields the product CC(C(=O)OC(C)(C)C)c1ccc(F)c(C#N)c1. As a reaction SMILES: [C:13](#[N:14])[c:15]1[cH:16][c:17]([CH2:22][C:23](=[O:24])[O:25][C:26]([CH3:27])([CH3:28])[CH3:29])[cH:18][cH:19][c:20]1[F:21].[CH2:33]1[O:34][CH2:35][CH2:36][CH2:37]1.[CH2:8]([Li:9])[CH2:10][CH2:11][CH3:12].[CH3:30][I:31].[CH:1]([NH:2][CH:3]([CH3:4])[CH3:5])([CH3:6])[CH3:7].[ClH:32]>>[CH3:1][CH:22]([c:17]1[cH:16][c:15]([C:13]#[N:14])[c:20]([F:21])[cH:19][cH:18]1)[C:23](=[O:24])[O:25][C:26]([CH3:27])([CH3:28])[CH3:29]. Starting materials: O=C([O-])[O-], CC#N, Cn1ncc(NCCCCl)cc1=O, Cl, Fc1ccc2c(C3CCNCC3)noc2c1, [I-], [K+], [K+], [K+]. The product is Cn1ncc(NCCCN2CCC(c3noc4cc(F)ccc34)CC2)cc1=O. RXN SMILES: [C:31](=[O:32])([O-:33])[O-:34].[CH3:39][C:40]#[N:41].[Cl:2][CH2:3][CH2:4][CH2:5][NH:6][c:7]1[cH:8][c:9](=[O:14])[n:10]([CH3:13])[n:11][cH:12]1.[ClH:1].[F:15][c:16]1[cH:17][c:18]2[c:19]([c:20]([CH:23]3[CH2:24][CH2:25][NH:26][CH2:27][CH2:28]3)[n:21][o:22]2)[cH:29][cH:30]1.[I-:38].[K+:35].[K+:36].[K+:37]>>[CH2:3]([CH2:4][CH2:5][NH:6][c:7]1[cH:8][c:9](=[O:14])[n:10]([CH3:13])[n:11][cH:12]1)[N:26]1[CH2:25][CH2:24][CH:23]([c:20]2[c:19]3[c:18]([cH:17][c:16]([F:15])[cH:30][cH:29]3)[o:22][n:21]2)[CH2:28][CH2:27]1. Run in CS(=O)C (DMSO). Procedure: To a stirred solution of tert-butyl 4-(bromomethyl)-5-chloro-2-fluorobenzoate (Preparation 25, 2.50 g, 7.99 mmol) and 5-chloro-6-cyclopropylpyridin-3-ol (Preparation 42 WO2012007869, 1.13 g, 6.66 mmol) in DMSO (25 mL) was added K2CO3 (2.76 g, 19.9 mmol). The resulting mixture was stirred under nitrogen at room temperature for 18 hours. The reaction mixture was then quenched with water (30 mL) and extracted with EtOAc (2×30 mL). The combined organic layers were washed with water (30 mL), dried ov... RXN SMILES: Br[CH2:2][C:3]1[C:15]([Cl:16])=[CH:14][C:6]([C:7]([O:9][C:10]([CH3:13])([CH3:12])[CH3:11])=[O:8])=[C:5]([F:17])[CH:4]=1.[Cl:18][C:19]1[CH:20]=[C:21]([OH:28])[CH:22]=[N:23][C:24]=1[CH:25]1[CH2:27][CH2:26]1.C([O-])([O-])=O.[K+].[K+]>CS(C)=O>[Cl:16][C:15]1[C:3]([CH2:2][O:28][C:21]2[CH:22]=[N:23][C:24]([CH:25]3[CH2:27][CH2:26]3)=[C:19]([Cl:18])[CH:20]=2)=[CH:4][C:5]([F:17])=[C:6]([CH:14]=1)[C:7]([O:9][C:10]([CH3:13])([CH3:12])[CH3:11])=[O:8] |f:2.3.4|. Run at time 18 hour. Reactants: BrCC1=CC(=C(C(=O)OC(C)(C)C)C=C1Cl)F (tert-butyl 4-(bromomethyl)-5-chloro-2-fluorobenzoate), ClC=1C=C(C=NC1C1CC1)O (5-chloro-6-cyclopropylpyridin-3-ol), C(=O)([O-])[O-].[K+].[K+] (K2CO3). Isolated yield 45.2%. The product is ClC=1C(=CC(=C(C(=O)OC(C)(C)C)C1)F)COC=1C=NC(=C(C1)Cl)C1CC1 (tert-butyl 5-chloro-4-(((5-chloro-6-cyclopropylpyridin-3-yl)oxy)methyl)-2-fluorobenzoate). Reactants: CO, Cc1nc(-c2ccccc2Cl)n2c1c(C)nc1cc(OCc3cccc([N+](=O)[O-])c3)ccc12, NN, O. Product: Cc1nc(-c2ccccc2Cl)n2c1c(C)nc1cc(OCc3cccc(N)c3)ccc12. As a reaction SMILES: [CH3:37][OH:38].[Cl:1][c:2]1[c:3](-[c:8]2[n:9][c:10]([CH3:33])[c:11]3[n:12]2[c:13]2[cH:14][cH:15][c:16]([O:22][CH2:23][c:24]4[cH:25][c:26]([N+:30]([O-:31])=[O:32])[cH:27][cH:28][cH:29]4)[cH:17][c:18]2[n:19][c:20]3[CH3:21])[cH:4][cH:5][cH:6][cH:7]1.[NH2:35][NH2:36].[OH2:34]>>[Cl:1][c:2]1[c:3](-[c:8]2[n:9][c:10]([CH3:33])[c:11]3[n:12]2[c:13]2[cH:14][cH:15][c:16]([O:22][CH2:23][c:24]4[cH:25][c:26]([NH2:30])[cH:27][cH:28][cH:29]4)[cH:17][c:18]2[n:19][c:20]3[CH3:21])[cH:4][cH:5][cH:6][cH:7]1. Reactants: O=C(c1cccc(F)c1F)N1CCC2(CC1)NC(Cc1ccccc1)C(=O)N2Cc1ccccc1, C[Si](C)(C)Cl, CCC(C)=O, O. Product: O=C(c1cccc(F)c1F)N1CCC2(CC1)NC(Cc1ccccc1)C(=O)N2Cc1ccccc1, Cl. As a reaction SMILES: [CH2:1]([c:2]1[cH:3][cH:4][cH:5][cH:6][cH:7]1)[N:8]1[C:9](=[O:35])[CH:10]([CH2:28][c:29]2[cH:30][cH:31][cH:32][cH:33][cH:34]2)[NH:11][C:12]12[CH2:13][CH2:14][N:15]([C:18]([c:19]1[c:20]([F:26])[c:21]([F:25])[cH:22][cH:23][cH:24]1)=[O:27])[CH2:16][CH2:17]2.[CH3:37][Si:38]([CH3:39])([CH3:40])[Cl:41].[CH3:42][C:43]([CH2:44][CH3:45])=[O:46].[OH2:36]>>[CH2:1]([c:2]1[cH:3][cH:4][cH:5][cH:6][cH:7]1)[N:8]1[C:9](=[O:35])[CH:10]([CH2:28][c:29]2[cH:30][cH:31][cH:32][cH:33][cH:34]2)[NH:11][C:12]12[CH2:13][CH2:14][N:15]([C:18]([c:19]1[c:20]([F:26])[c:21]([F:25])[cH:22][cH:23][cH:24]1)=[O:27])[CH2:16][CH2:17]2.[ClH:41]. Reactants: Cl.N1(CC=CC1)CC(=O)O (2-(2,5-dihydro-1H-pyrrol-1-yl)acetic acid hydrochloride), N[C@H](C(=O)NC1=CC=C(C=C1)OC1=CC=C(C=C1)F)COCC1=CC=CC=C1 ((S)-2-amino-3-(benzyloxy)-N-(4-(4-fluorophenoxy)phenyl)propanamide). The product is Compound 214, C(C1=CC=CC=C1)OC[C@@H](C(=O)NC1=CC=C(C=C1)OC1=CC=C(C=C1)F)NC(CN1CC=CC1)=O ((S)-3-(benzyloxy)-2-(2-(2,5-dihydro-1H-pyrrol-1-yl)acetamido)-N-(4-(4-fluorophenoxy)phenyl)propanamide). Yield: 65.6%. As a reaction SMILES: Cl.[N:2]1([CH2:7][C:8]([OH:10])=O)[CH2:6][CH:5]=[CH:4][CH2:3]1.[NH2:11][C@@H:12]([CH2:30][O:31][CH2:32][C:33]1[CH:38]=[CH:37][CH:36]=[CH:35][CH:34]=1)[C:13]([NH:15][C:16]1[CH:21]=[CH:20][C:19]([O:22][C:23]2[CH:28]=[CH:27][C:26]([F:29])=[CH:25][CH:24]=2)=[CH:18][CH:17]=1)=[O:14]>>[CH2:32]([O:31][CH2:30][C@H:12]([NH:11][C:8](=[O:10])[CH2:7][N:2]1[CH2:3][CH:4]=[CH:5][CH2:6]1)[C:13]([NH:15][C:16]1[CH:21]=[CH:20][C:19]([O:22][C:23]2[CH:28]=[CH:27][C:26]([F:29])=[CH:25][CH:24]=2)=[CH:18][CH:17]=1)=[O:14])[C:33]1[CH:38]=[CH:37][CH:36]=[CH:35][CH:34]=1 |f:0.1|. Procedure details: Proceeding as in Example 1, but substituting 2-(2,5-dihydro-1H-pyrrol-1-yl)acetic acid hydrochloride and (S)-2-amino-3-(benzyloxy)-N-(4-(4-fluorophenoxy)phenyl)propanamide, gave Compound 214, (S)-3-(benzyloxy)-2-(2-(2,5-dihydro-1H-pyrrol-1-yl)acetamido)-N-(4-(4-fluorophenoxy)phenyl)propanamide (25.7 mg, 65.6%); Major isomer: 1H-NMR (400 MHz, DMSO-D6): σ 10.21 (s, 1H), 7.96 (d, 1H), 7.60 (d, 2H), 7.27-7.32 (m, 5H), 7.21 (m, 2H), 6.98-7.04 (m, 4H), 4.72 (m, 1H), 4.52 (s, 2H), 3.69-3.74 (m, 2H), 3.... The reactants are ClC=1C=C(C=CC1)C=1C(=C(N(C1)C1=CC=CC=C1)N)C#N (4-(3-chlorophenyl)-1-phenyl-2-amino-3-cyanopyrrole), CN(C)C1=NC=CC=C1 (dimethylaminopyridine), C(=O)N (formamide), O (water). Product: ClC=1C=C(C=CC1)C1=CN(C=2N=CN=C(C21)N)C2=CC=CC=C2 (5-(3-Chlorophenyl)-7-phenyl-4-aminopyrrolo[2,3-d]pyrimidine). Reaction SMILES: [Cl:1][C:2]1[CH:3]=[C:4]([C:8]2[C:9]([C:20]#[N:21])=[C:10]([NH2:19])[N:11]([C:13]3C=CC=CC=3)[CH:12]=2)[CH:5]=[CH:6][CH:7]=1.CN([C:25]1[CH:30]=[CH:29][CH:28]=[CH:27]N=1)C.O.[CH:32]([NH2:34])=O>>[Cl:1][C:2]1[CH:3]=[C:4]([C:8]2[C:9]3[C:10]([NH2:19])=[N:11][CH:13]=[N:21][C:20]=3[N:34]([C:32]3[CH:25]=[CH:30][CH:29]=[CH:28][CH:27]=3)[CH:12]=2)[CH:5]=[CH:6][CH:7]=1. Procedure: 1 g of 4-(3-chlorophenyl)-1-phenyl-2-amino-3-cyanopyrrole is heated at 180° C. with a spatula tipful of dimethylaminopyridine for 14 h in 10 ml of formamide under a nitrogen atmosphere. After cooling to RT, the mixture is treated with water and the crystals obtained are filtered off, washed with water and dried. After chromatography on silica gel (methylene chloride/methanol 15:1), the product-containing fractions are concentrated, slurried in ether and filtered. 5-(3-Chlorophenyl)-7-phenyl-4-am...